This data is from the Open Reaction Database (ORD), a public repository of structured organic reaction records. The task is: describe an organic reaction: reactants, conditions, products, and yield The reactants are C(C1=CC=CC=C1)(=O)N1C(CC(CCC1)(Cl)Cl)=O (N-Benzoyl-3,3-dichlorocaprolactam), C(CCCCCCCC)(=O)Cl (nonanoyl chloride). Yields the product C(CCCCCCCC)(=O)N1C(CC(CCC1)(Cl)Cl)=O (N-Nonanoyl-3,3-dichlorocaprolactam). As a reaction SMILES: [C:1]([N:9]1[CH2:15][CH2:14][CH2:13][C:12]([Cl:17])([Cl:16])[CH2:11][C:10]1=[O:18])(=[O:8])[C:2]1[CH:7]=[CH:6][CH:5]=[CH:4][CH:3]=1.[C:19](Cl)(=O)[CH2:20]CCCCCCC>>[C:1]([N:9]1[CH2:15][CH2:14][CH2:13][C:12]([Cl:16])([Cl:17])[CH2:11][C:10]1=[O:18])(=[O:8])[CH2:2][CH2:7][CH2:6][CH2:5][CH2:4][CH2:3][CH2:19][CH3:20]. Procedure: Synthesized as for N-benzoyl-3,3-chlorocaprolactam (Example IX) using nonanoyl chloride (Aldrich) in place of benzoyl chloride.